describe an organic reaction: reactants, conditions, products, and yield From a dataset of the Open Reaction Database (ORD), a public repository of structured organic reaction records. Reactants: [Na+].[Na+].ClC(P(O)(O)=O)(P([O-])([O-])=O)Cl (dichloromethylenediphosphonic acid disodium salt), C(CCC)N(CCCC)CCCC (Tributylamine). Product: ClC(P(O)(O)=O)(P(O)(O)=O)Cl (dichloromethylenediphosphonic acid). As a reaction SMILES: [Na+].[Na+].[Cl:3][C:4]([Cl:13])([P:9](=[O:12])([O-:11])[O-:10])[P:5](=[O:8])([OH:7])[OH:6].C(N(CCCC)CCCC)CCC>>[Cl:13][C:4]([Cl:3])([P:5](=[O:6])([OH:8])[OH:7])[P:9](=[O:10])([OH:11])[OH:12] |f:0.1.2|. Reported procedure: An aqueous solution of dichloromethylenediphosphonic acid disodium salt (1.0 g, 3.46 mmol) was loaded on a column of DOWEX 50WX8-100 ion-exchange resin and eluted with water. Tributylamine (1.65 mL, 6.92 mmol) was added and the mixture was shaken vigorously. The resulting solution was concentrated to dryness and coevaporated with anhydrous DMF three times. The residue was dried under vacuum overnight.